Dataset: the Open Reaction Database (ORD), a public repository of structured organic reaction records. Task: describe an organic reaction: reactants, conditions, products, and yield Reaction SMILES: [CH2:1]([CH3:2])[O:3][C:4](=[O:5])[c:6]1[cH:7][c:8]2[c:9]([n:10]([CH:29]3[CH2:30][CH2:31][CH2:32][CH2:33][CH2:34]3)[c:11](-[c:13]3[cH:14][c:15]4[n:16][c:17](-[c:23]5[cH:24][cH:25][cH:26][cH:27][cH:28]5)[cH:18][n:19][c:20]4[cH:21][cH:22]3)[n:12]2)[cH:35][cH:36]1.[CH3:37][CH2:38][OH:39]>>[O:3]=[C:4]([OH:5])[c:6]1[cH:7][c:8]2[c:9]([n:10]([CH:29]3[CH2:30][CH2:31][CH2:32][CH2:33][CH2:34]3)[c:11](-[c:13]3[cH:14][c:15]4[n:16][c:17](-[c:23]5[cH:24][cH:25][cH:26][cH:27][cH:28]5)[cH:18][n:19][c:20]4[cH:21][cH:22]3)[n:12]2)[cH:35][cH:36]1. The product is O=C(O)c1ccc2c(c1)nc(-c1ccc3ncc(-c4ccccc4)nc3c1)n2C1CCCCC1. Starting materials: CCOC(=O)c1ccc2c(c1)nc(-c1ccc3ncc(-c4ccccc4)nc3c1)n2C1CCCCC1, CCO. The reactants are COC(=O)C1(CCC2(OCCO2)CCC1)N (8-Amino-1,4-dioxa-spiro[4.6]undecane-8-carboxylic acid methyl ester), COC1=C(C=C(C(=O)O)C=C1)OCCC=1C=C(C=CC1)C (4-methoxy-3-(2-m-tolyl-ethoxy)-benzoic acid). Yields the product COC1=C(C=C(C(=O)NC2(CCC3(OCCO3)CCC2)C(=O)O)C=C1)OCCC=1C=C(C=CC1)C (8-[4-Methoxy-3-(2-m-tolyl-ethoxy)-benzoylamino]-1,4-dioxa-spiro[4.6]undecane-8-carboxylic acid). Reaction SMILES: C[O:2][C:3]([C:5]1([NH2:16])[CH2:15][CH2:14][CH2:13][C:8]2([O:12][CH2:11][CH2:10][O:9]2)[CH2:7][CH2:6]1)=[O:4].[CH3:17][O:18][C:19]1[CH:27]=[CH:26][C:22]([C:23](O)=[O:24])=[CH:21][C:20]=1[O:28][CH2:29][CH2:30][C:31]1[CH:32]=[C:33]([CH3:37])[CH:34]=[CH:35][CH:36]=1>>[CH3:17][O:18][C:19]1[CH:27]=[CH:26][C:22]([C:23]([NH:16][C:5]2([C:3]([OH:2])=[O:4])[CH2:15][CH2:14][CH2:13][C:8]3([O:12][CH2:11][CH2:10][O:9]3)[CH2:7][CH2:6]2)=[O:24])=[CH:21][C:20]=1[O:28][CH2:29][CH2:30][C:31]1[CH:32]=[C:33]([CH3:37])[CH:34]=[CH:35][CH:36]=1. Reported procedure: The title compound was prepared from the compound of step 3 and 4-methoxy-3-(2-m-tolyl-ethoxy)-benzoic acid in analogy to steps 3 and 4 of example 1.